Dataset: the Open Reaction Database (ORD), a public repository of structured organic reaction records. Task: describe an organic reaction: reactants, conditions, products, and yield Reactants: O=C(O)c1cccc(-c2cccc(Cl)c2)n1, NN1CCCCC1. The product is O=C(NN1CCCCC1)c1cccc(-c2cccc(Cl)c2)n1. RXN SMILES: [Cl:1][c:2]1[cH:3][c:4](-[c:8]2[cH:9][cH:10][cH:11][c:12]([C:14](=[O:15])[OH:16])[n:13]2)[cH:5][cH:6][cH:7]1.[N:17]1([NH2:23])[CH2:18][CH2:19][CH2:20][CH2:21][CH2:22]1>>[Cl:1][c:2]1[cH:3][c:4](-[c:8]2[cH:9][cH:10][cH:11][c:12]([C:14](=[O:16])[NH:23][N:17]3[CH2:18][CH2:19][CH2:20][CH2:21][CH2:22]3)[n:13]2)[cH:5][cH:6][cH:7]1. The reactants are FC=1C=C2C(=NC1)N(N=C2C=2N=NC1=C(N2)N(C(C1(C)C)=O)COCC[Si](C)(C)C)CC1=CC=C(C=C1)OC (3-[5-Fluoro-1-(4-methoxybenzyl)-1H-pyrazolo[3,4-b]pyridin-3-yl]-7,7-dimethyl-5-{[2-(trimethylsilyl)ethoxy]methyl}-5,7-dihydro-6H-pyrrolo[2,3-e][1,2,4]triazin-6-one), [N+](=O)([O-])[O-].[Ce+4].[NH4+].[N+](=O)([O-])[O-].[N+](=O)([O-])[O-].[N+](=O)([O-])[O-].[N+](=O)([O-])[O-] (ammonium cerium(IV) nitrate). Run in O (water), O (water), C(C)#N (acetonitrile). Conditions: time 20 minute. Product: FC=1C=C2C(=NC1)NN=C2C=2N=NC1=C(N2)N(C(C1(C)C)=O)COCC[Si](C)(C)C (3-(5-Fluoro-1H-pyrazolo[3,4-b]pyridin-3-yl)-7,7-dimethyl-5-{[2-(trimethylsilyl)ethoxy]methyl}-5,7-dihydro-6H-pyrrolo[2,3-e][1,2,4]triazin-6-one). As a reaction SMILES: [F:1][C:2]1[CH:3]=[C:4]2[C:10]([C:11]3[N:12]=[N:13][C:14]4[C:19]([CH3:21])([CH3:20])[C:18](=[O:22])[N:17]([CH2:23][O:24][CH2:25][CH2:26][Si:27]([CH3:30])([CH3:29])[CH3:28])[C:15]=4[N:16]=3)=[N:9][N:8](CC3C=CC(OC)=CC=3)[C:5]2=[N:6][CH:7]=1.[N+]([O-])([O-])=O.[Ce+4].[NH4+].[N+]([O-])([O-])=O.[N+]([O-])([O-])=O.[N+]([O-])([O-])=O.[N+]([O-])([O-])=O>C(#N)C.O>[F:1][C:2]1[CH:3]=[C:4]2[C:10]([C:11]3[N:12]=[N:13][C:14]4[C:19]([CH3:20])([CH3:21])[C:18](=[O:22])[N:17]([CH2:23][O:24][CH2:25][CH2:26][Si:27]([CH3:29])([CH3:28])[CH3:30])[C:15]=4[N:16]=3)=[N:9][NH:8][C:5]2=[N:6][CH:7]=1 |f:1.2.3.4.5.6.7|. Procedure: 4.148 g (7.546 mmol) of the compound from Example 35A were taken up in acetonitrile (110 ml) and water (55 ml), 12.411 g (22.638 mmol) of ammonium cerium(IV) nitrate were added and the mixture was stirred at room temperature for 20 min. Plenty of water was then added, and a precipitate was filtered off. This solid was washed with water and then with a little diethyl ether. This gave, after drying under high vacuum, 1.53 g (47% of theory) of the title compound.